From a dataset of the Open Reaction Database (ORD), a public repository of structured organic reaction records. describe an organic reaction: reactants, conditions, products, and yield Starting materials: CC1=CNC=2N=C(NC(C21)=O)S (5-methyl-2-mercapto-7H-pyrrolo[2,3-d]pyrimidin-4(3H)-one), [OH-].[Na+] (sodium hydroxide), FC1=CC=C(C(=O)C2=CC=C(CBr)C=C2)C=C1 (4-(4-fluorobenzoyl)benzyl bromide). The solvent is CO (methanol), COCCOC (DME). Reaction conditions: time 4 hour. Product: FC1=CC=C(C(=O)C2=CC=C(CSC=3NC(C4=C(N3)NC=C4C)=O)C=C2)C=C1 (2-[4-(4-Fluorobenzoyl)benzyl]thio-5-methyl-7H-pyrrolo[2,3-d]pyrimidin-4(3H)-one). Yield: 68.6%. As a reaction SMILES: [CH3:1][C:2]1[C:10]2[C:9](=[O:11])[NH:8][C:7]([SH:12])=[N:6][C:5]=2[NH:4][CH:3]=1.[OH-].[Na+].[F:15][C:16]1[CH:31]=[CH:30][C:19]([C:20]([C:22]2[CH:29]=[CH:28][C:25]([CH2:26]Br)=[CH:24][CH:23]=2)=[O:21])=[CH:18][CH:17]=1>CO.COCCOC>[F:15][C:16]1[CH:17]=[CH:18][C:19]([C:20]([C:22]2[CH:29]=[CH:28][C:25]([CH2:26][S:12][C:7]3[NH:8][C:9](=[O:11])[C:10]4[C:2]([CH3:1])=[CH:3][NH:4][C:5]=4[N:6]=3)=[CH:24][CH:23]=2)=[O:21])=[CH:30][CH:31]=1 |f:1.2|. Procedure details: In methanol (25 ml) was suspended 5-methyl-2-mercapto-7H-pyrrolo[2,3-d]pyrimidin-4(3H)-one (1.82 g) followed by addition of 1N-sodium hydroxide (10.5 ml) for dissolution. Then, under ice-cooling, a solution of 4-(4-fluorobenzoyl)benzyl bromide (3.51 g) in DME (10 ml) was added dropwise. The mixture was stirred at room temperature for 4 hours and the resulting crystalline precipitate was collected by filtration and rinsed with water. The crystals were further rinsed with 50% ethanol/water, methan... Reactants: ClC=1C=CC(=C(C1)C1=NC=2CCCCC2C(=N1)O)F (2-(5-chloro-2-fluorophenyl)-5,6,7,8-tetrahydroquinazolin-4-ol), O=P(Cl)(Cl)Cl (POCl3), C(=O)(O)[O-].[Na+] (NaHCO3). The solvent is C(Cl)Cl (methylene chloride). The product is ClC1=NC(=NC=2CCCCC12)C1=C(C=CC(=C1)Cl)F (4-Chloro-2-(5-chloro-2-fluorophenyl)-5,6,7,8-tetrahydroquinazoline). As a reaction SMILES: [Cl:1][C:2]1[CH:3]=[CH:4][C:5]([F:19])=[C:6]([C:8]2[N:17]=[C:16](O)[C:15]3[CH2:14][CH2:13][CH2:12][CH2:11][C:10]=3[N:9]=2)[CH:7]=1.C([O-])(O)=O.[Na+].O=P(Cl)(Cl)[Cl:27]>C(Cl)Cl>[Cl:27][C:16]1[C:15]2[CH2:14][CH2:13][CH2:12][CH2:11][C:10]=2[N:9]=[C:8]([C:6]2[CH:7]=[C:2]([Cl:1])[CH:3]=[CH:4][C:5]=2[F:19])[N:17]=1 |f:1.2|. Reported procedure: A suspension of 2-(5-chloro-2-fluorophenyl)-5,6,7,8-tetrahydroquinazolin-4-ol (500 mg, 1.89 mmol) in POCl3 (6 ml) was stirred under reflux for 1 h. The solution was then cooled to room temperature and concentrated under reduced pressure to afford a white solid which was dissolved in methylene chloride. The solution was cooled to 0° C. and ice was added followed by sat. NaHCO3. The organic layer was separated, washed with brine, dried (MgSO4), filtered and evaporated in vacuo to provide a crude w... Reactants: C(=O)(O)C=1C=C2C(=CNC2=CC1)CCCCN1CCN(CC1)C=1C=CC2=C(CCO2)C1 (1-[4-(5-carboxyindol-3-yl)butyl]-4-(2,3-dihydrobenzofuran-5-yl)piperazine), CS(=O)(=O)[O-].ClC1=[N+](C=CC=C1)C (2-chloro-1-methylpyridinium methanesulfonate), N (NH3). Solvent: CN1CCCC1 (N-methylpyrrolidine). Reaction conditions: time 12 hour. The product is C(N)(=O)C=1C=C2C(=CNC2=CC1)CCCCN1CCN(CC1)C=1C=CC2=C(CCO2)C1 (1-[4-(5-carbamoylindol-3-yl)butyl]-4-(2,3-dihydrobenzofuran-5-yl)-piperazine). As a reaction SMILES: [C:1]([C:4]1[CH:5]=[C:6]2[C:10](=[CH:11][CH:12]=1)[NH:9][CH:8]=[C:7]2[CH2:13][CH2:14][CH2:15][CH2:16][N:17]1[CH2:22][CH2:21][N:20]([C:23]2[CH:24]=[CH:25][C:26]3[O:30][CH2:29][CH2:28][C:27]=3[CH:31]=2)[CH2:19][CH2:18]1)([OH:3])=O.CS([O-])(=O)=O.ClC1C=CC=C[N+:39]=1C.N>CN1CCCC1>[C:1]([C:4]1[CH:5]=[C:6]2[C:10](=[CH:11][CH:12]=1)[NH:9][CH:8]=[C:7]2[CH2:13][CH2:14][CH2:15][CH2:16][N:17]1[CH2:22][CH2:21][N:20]([C:23]2[CH:24]=[CH:25][C:26]3[O:30][CH2:29][CH2:28][C:27]=3[CH:31]=2)[CH2:19][CH2:18]1)(=[O:3])[NH2:39] |f:1.2|. Procedure details: 2.8 g of 1-[4-(5-carboxyindol-3-yl)butyl]-4-(2,3-dihydrobenzofuran-5-yl)piperazine are suspended in 100 ml of N-methylpyrrolidine. 3.2 g of 2-chloro-1-methylpyridinium methanesulfonate are then added and the mixture is stirred at room temperature for 12 hours. Dried NH3 gas is then passed into the resulting solution until it is saturated and the mixture is stirred again for 10 hours. Customary working up gives 1-[4-(5-carbamoylindol-3-yl)butyl]-4-(2,3-dihydrobenzofuran-5-yl)-piperazine. Starting materials: C(C1=CC=CC=C1)N(CC(=O)C1=CC=C(C=C1)F)C (2-(Benzyl-methyl-amino)-1-(4-fluorophenyl)-ethanone), [BH4-].[Na+] (sodium borohydride). The solvent is CO (methanol). Conditions: time 1 hour. The product is C(C1=CC=CC=C1)N(CC(O)C1=CC=C(C=C1)F)C (2-(Benzyl-methyl-amino)-1-(4-fluorophenyl)-ethanol). Reaction SMILES: [CH2:1]([N:8]([CH3:19])[CH2:9][C:10]([C:12]1[CH:17]=[CH:16][C:15]([F:18])=[CH:14][CH:13]=1)=[O:11])[C:2]1[CH:7]=[CH:6][CH:5]=[CH:4][CH:3]=1.[BH4-].[Na+]>CO>[CH2:1]([N:8]([CH3:19])[CH2:9][CH:10]([C:12]1[CH:13]=[CH:14][C:15]([F:18])=[CH:16][CH:17]=1)[OH:11])[C:2]1[CH:3]=[CH:4][CH:5]=[CH:6][CH:7]=1 |f:1.2|. Procedure details: 2-(Benzyl-methyl-amino)-1-(4-fluorophenyl)-ethanone (56.9 g) was dissolved in methanol (550 mL), and sodium borohydride was gradually added on an ice bath. After stirring at room temperature for 1 hour, the residue after evaporating methanol at reduced pressure was purified by NH silica gel column chromatography (hexane/ethyl acetate), and a yellow oily substance (54.6 g) was obtained. Reactants: [Si](C1=CC=CC=C1)(C1=CC=CC=C1)(C(C)(C)C)OCCN(CC[C@H](CSC1=CC=CC=C1)NC1=C(C=C(C=C1)S(=O)(=O)N)S(=O)(=O)C(F)(F)F)CC ((R)-4-(4-((2-(tert-butyldiphenylsilyloxy)ethyl)(ethyl)amino)-1-(phenylthio)butan-2-ylamino)-3-(trifluoromethylsulfonyl)benzenesulfonamide), [Si](C1=CC=CC=C1)(C1=CC=CC=C1)(C(C)(C)C)OCCN(CC[C@H](CSC1=CC=CC=C1)NC1=C(C=C(C=C1)S(=O)(=O)N)S(=O)(=O)C(F)(F)F)CC ((R)-4-(4-((2-(tert-butyldiphenylsilyloxy)ethyl)(ethyl)amino)-1-(phenylthio)butan-2-ylamino)-3-(trifluoromethylsulfonyl)benzenesulfonamide), ClC1=CC=C(C=C1)C1=C(C=CC=C1)[C@@H](C1CCN(CC1)C1=CC=C(C(=O)O)C=C1)N[S@@](=O)C(C)(C)C (4-(4-((R)-(4′-chlorobiphenyl-2-yl)((S)-1,1-dimethylethylsulfinamido)methyl)piperidin-1-yl)benzoic acid), CCN(C(C)C)C(C)C (DIPEA), C(CCl)Cl (EDC), ClC1=CC=C(C=C1)C1=C(C=CC=C1)[C@@H](C1CCN(CC1)C1=CC=C(C(=O)O)C=C1)N[S@@](=O)C(C)(C)C (4-(4-((R)-(4′-chlorobiphenyl-2-yl)((S)-1,1-dimethylethylsulfinamido)methyl)piperidin-1-yl)benzoic acid). Reagents/catalysts: CN(C)C=1C=CN=CC1 (DMAP). Solvent: C(Cl)Cl (DCM), C(Cl)Cl (DCM), C(Cl)Cl (DCM). Conditions: time 15 minute. Product: [Si](C1=CC=CC=C1)(C1=CC=CC=C1)(C(C)(C)C)OCCN(CC[C@H](CSC1=CC=CC=C1)NC1=C(C=C(C=C1)S(=O)(=O)NC(C1=CC=C(C=C1)N1CCC(CC1)[C@@H](N[S@@](=O)C(C)(C)C)C1=C(C=CC=C1)C1=CC=C(C=C1)Cl)=O)S(=O)(=O)C(F)(F)F)CC (N-(4-((R)-4-((2-(tert-butyldiphenylsilyloxy)ethyl)(ethyl)amino)-1-(phenylthio)butan-2-ylamino)-3-(trifluoromethylsulfonyl)phenylsulfonyl)-4-(4-((R)-(4′-chlorobiphenyl-2-yl)((S)-1,1-dimethylethylsulfinamido)methyl)piperidin-1-yl)benzamide). Yield: 103.6%. RXN SMILES: [Cl:1][C:2]1[CH:7]=[CH:6][C:5]([C:8]2[CH:13]=[CH:12][CH:11]=[CH:10][C:9]=2[C@H:14]([NH:30][S@:31]([C:33]([CH3:36])([CH3:35])[CH3:34])=[O:32])[CH:15]2[CH2:20][CH2:19][N:18]([C:21]3[CH:29]=[CH:28][C:24]([C:25](O)=[O:26])=[CH:23][CH:22]=3)[CH2:17][CH2:16]2)=[CH:4][CH:3]=1.C(Cl)CCl.CCN(C(C)C)C(C)C.[Si:50]([O:67][CH2:68][CH2:69][N:70]([CH2:100][CH3:101])[CH2:71][CH2:72][C@@H:73]([NH:82][C:83]1[CH:88]=[CH:87][C:86]([S:89]([NH2:92])(=[O:91])=[O:90])=[CH:85][C:84]=1[S:93]([C:96]([F:99])([F:98])[F:97])(=[O:95])=[O:94])[CH2:74][S:75][C:76]1[CH:81]=[CH:80][CH:79]=[CH:78][CH:77]=1)([C:63]([CH3:66])([CH3:65])[CH3:64])([C:57]1[CH:62]=[CH:61][CH:60]=[CH:59][CH:58]=1)[C:51]1[CH:56]=[CH:55][CH:54]=[CH:53][CH:52]=1>CN(C1C=CN=CC=1)C.C(Cl)Cl>[Si:50]([O:67][CH2:68][CH2:69][N:70]([CH2:100][CH3:101])[CH2:71][CH2:72][C@@H:73]([NH:82][C:83]1[CH:88]=[CH:87][C:86]([S:89]([NH:92][C:25](=[O:26])[C:24]2[CH:28]=[CH:29][C:21]([N:18]3[CH2:19][CH2:20][CH:15]([C@H:14]([C:9]4[CH:10]=[CH:11][CH:12]=[CH:13][C:8]=4[C:5]4[CH:6]=[CH:7][C:2]([Cl:1])=[CH:3][CH:4]=4)[NH:30][S@:31]([C:33]([CH3:36])([CH3:35])[CH3:34])=[O:32])[CH2:16][CH2:17]3)=[CH:22][CH:23]=2)(=[O:90])=[O:91])=[CH:85][C:84]=1[S:93]([C:96]([F:98])([F:99])[F:97])(=[O:94])=[O:95])[CH2:74][S:75][C:76]1[CH:81]=[CH:80][CH:79]=[CH:78][CH:77]=1)([C:63]([CH3:64])([CH3:66])[CH3:65])([C:51]1[CH:52]=[CH:53][CH:54]=[CH:55][CH:56]=1)[C:57]1[CH:62]=[CH:61][CH:60]=[CH:59][CH:58]=1. Procedure details: 4-(4-((R)-(4′-chlorobiphenyl-2-yl)((S)-1,1-dimethylethylsulfinamido)methyl)piperidin-1-yl)benzoic acid (INTERMEDIATE 130, 0.12 g, 0.23 mmol), DMAP (56 mg, 0.46 mmol), and EDC (88 mg, 0.46 mmol) were placed in a 40 ml vial and flushed with nitrogen. DCM (3.0 ml) and DIPEA (0.08 ml, 0.46 mmol) were added, and the solution was stirred at r.t for 15 min. A solution of (R)-4-(4-((2-(tert-butyldiphenylsilyloxy)ethyl)(ethyl)amino)-1-(phenylthio)butan-2-ylamino)-3-(trifluoromethylsulfonyl)benzenesulfona... Reactants: FC(C(=NO)C1=CC(=CC=C1)N1CCOCC1)(F)F (2,2,2-trifluoro-1-(3-morpholin-4-yl-phenyl)-ethanone oxime). Reagents/catalysts: [Ni] (Ra—Ni). Run in [OH-].[NH4+] (ammonium hydroxide), CO (MeOH). Run at time 16 hour. The product is FC(C(C1=CC(=CC=C1)N1CCOCC1)N)(F)F ((±)-2,2,2-Trifluoro-1-(3-morpholin-4-yl-phenyl)ethylamine). Isolated yield 100.0%. Reaction SMILES: [F:1][C:2]([F:19])([F:18])[C:3]([C:6]1[CH:11]=[CH:10][CH:9]=[C:8]([N:12]2[CH2:17][CH2:16][O:15][CH2:14][CH2:13]2)[CH:7]=1)=[N:4]O>[OH-].[NH4+].CO.[Ni]>[F:19][C:2]([F:1])([F:18])[CH:3]([NH2:4])[C:6]1[CH:11]=[CH:10][CH:9]=[C:8]([N:12]2[CH2:17][CH2:16][O:15][CH2:14][CH2:13]2)[CH:7]=1 |f:1.2|. Procedure: A suspension of 2,2,2-trifluoro-1-(3-morpholin-4-yl-phenyl)-ethanone oxime (1.37 g) and Ra—Ni (1 mL) in a mixture of 3 ml of 30% ammonium hydroxide and 15 mL of MeOH was hydrogenated at 60 psi for 16 hours. The crude reaction mixture was filtered through Celite and the filtrate was concentrated in vacuo to give the title compound as an oil (1.3 g).